From a dataset of the Open Reaction Database (ORD), a public repository of structured organic reaction records. describe an organic reaction: reactants, conditions, products, and yield Reactants: OC=1C=C(C=O)C=C(C1)OC (3-Hydroxy-5-methoxy-benzaldehyde), O1C(OCC1)=O ([1,3]dioxolan-2-one), C([O-])([O-])=O.[K+].[K+] (potassium carbonate). Solvent: CN(C)C=O (DMF). Conditions: temperature 110 celsius. The product is OCCOC=1C=C(C=O)C=C(C1)OC (3-(2-hydroxy-ethoxy)-5-methoxy-benzaldehyde). RXN SMILES: OC1[CH:3]=[C:4]([CH:7]=[C:8]([O:10][CH3:11])[CH:9]=1)[CH:5]=[O:6].[O:12]1[CH2:16][CH2:15][O:14][C:13]1=O.C(=O)([O-])[O-].[K+].[K+]>CN(C=O)C>[OH:12][CH2:16][CH2:15][O:14][C:13]1[CH:3]=[C:4]([CH:7]=[C:8]([O:10][CH3:11])[CH:9]=1)[CH:5]=[O:6] |f:2.3.4|. Reported procedure: 3-Hydroxy-5-methoxy-benzaldehyde (12.0 g, 78.9 mmol) and [1,3]dioxolan-2-one (13.9 g, 157.0 mmol) in anhydrous DMF (50 mL) was added potassium carbonate (21.6 g, 157.0 mmol). The mixture was then heated to 110° C. for 16 hours. The reaction mixture was cooled to room temperature. Solid potassium carbonate was filtered and washed with ethyl acetate. The organic phase was collected and solvent was removed. The residue was purified by column chromatography (silica gel 230-400 mesh; eluting with dic...